From a dataset of the Open Reaction Database (ORD), a public repository of structured organic reaction records. describe an organic reaction: reactants, conditions, products, and yield Reactants: S(=O)(Cl)Cl (thionyl chloride), C(C)(C)(C)OC(=O)NC1=C(C(=O)O)C(=C(C=C1)F)F (2-(tert.-butoxycarbonyl)amino-5,6-difluorobenzoic acid). The solvent is O1CCCC1 (tetrahydrofuran), O1CCCC1 (tetrahydrofuran). Reaction conditions: time 16 hour. Product: FC1=C(C=CC2=C1C(OC(N2)=O)=O)F (5,6-difluoro-2,4-dihydro-1H-3,1-benzoxazine-2,4-dione). Yield: 77.5%. As a reaction SMILES: S(Cl)(Cl)=O.C([O:9][C:10]([NH:12][C:13]1[CH:21]=[CH:20][C:19]([F:22])=[C:18]([F:23])[C:14]=1[C:15]([OH:17])=[O:16])=O)(C)(C)C>O1CCCC1>[F:23][C:18]1[C:14]2[C:15](=[O:17])[O:16][C:10](=[O:9])[NH:12][C:13]=2[CH:21]=[CH:20][C:19]=1[F:22]. Reported procedure: A solution of 108 ml of thionyl chloride in 300 ml of tetrahydrofuran was added dropwise while cooling with ice to a solution of 100 g (366 mmol) of 2-(tert.-butoxycarbonyl)amino-5,6-difluorobenzoic acid in 1.5 I of dry tetrahydrofuran, whereupon the mixture was stirred at room temperature for 16 hours. The brown solution was evaporated and the brown solid obtained was triturated with methylene chloride. The beige powder obtained was filtered off and dried in a high vacuum. There were obtained 5... Starting materials: C=C1CC(=O)O1 (diketene), C1CC2=CC=CC3=CC=CC1=C23 (acenaphthene), F (hydrofluoric acid). The product is C(CC(=O)C)(=O)C1=CC=C2CCC=3C=CC=C1C32 (5-acetoacetyl-acenaphthene). As a reaction SMILES: [CH2:1]=[C:2]1[O:6][C:4](=[O:5])[CH2:3]1.[CH2:7]1[C:17]2=[C:18]3[C:13](=[CH:14][CH:15]=[CH:16]2)[CH:12]=[CH:11][CH:10]=[C:9]3[CH2:8]1.F>>[C:4]([C:12]1[C:13]2[C:18]3[C:9]([CH2:8][CH2:7][C:17]=3[CH:16]=[CH:15][CH:14]=2)=[CH:10][CH:11]=1)(=[O:5])[CH2:3][C:2]([CH3:1])=[O:6]. Reported procedure: 42 g (0.5 mol) of diketene were added dropwise to 77 g of acenaphthene (0.5 mol) in 300 mol of anhydrous hydrofluoric acid at -30° C while stirring. The temperature was maintained for 9 hours. The hydofluoric acid was distilled off under reduced pressure at a temperature of the still of -30° C, the residue was washed until it was free from acid and distilled under reduced pressure. 10 g of unreacted acenaphthene were recovered (87 % conversion). At a transition temperature of 150° -155° C under ... Starting materials: CC(=O)OC(C)=O, Nc1ccc(F)c(Cl)c1. Product: CC(=O)Nc1ccc(F)c(Cl)c1. As a reaction SMILES: [CH3:10][C:11](=[O:12])[O:13][C:14](=[O:15])[CH3:16].[Cl:1][c:2]1[cH:3][c:4]([NH2:5])[cH:6][cH:7][c:8]1[F:9]>>[Cl:1][c:2]1[cH:3][c:4]([NH:5][C:11]([CH3:10])=[O:12])[cH:6][cH:7][c:8]1[F:9]. Starting materials: ice, CN(C(=O)OC1=NOC(=C1)CSC)C (3-dimethylcarbamoyloxy-5-methylthiomethylisoxazole), ClC1=CC(=CC=C1)C(=O)OO (m-chloroperbenzoic acid). Run in C(Cl)Cl (methylene chloride), C(Cl)Cl (methylene chloride). Run at time 30 minute. Product: CN(C(=O)OC1=NOC(=C1)CS(=O)C)C (3-dimethylcarbamoyloxy-5-methylsulphinylmethylisoxazole). Isolated yield 86.1%. RXN SMILES: [CH3:1][N:2]([CH3:14])[C:3]([O:5][C:6]1[CH:10]=[C:9]([CH2:11][S:12][CH3:13])[O:8][N:7]=1)=[O:4].ClC1C=CC=C(C(OO)=[O:23])C=1>C(Cl)Cl>[CH3:1][N:2]([CH3:14])[C:3]([O:5][C:6]1[CH:10]=[C:9]([CH2:11][S:12]([CH3:13])=[O:23])[O:8][N:7]=1)=[O:4]. Procedure details: A solution of 757 mg of 3-dimethylcarbamoyloxy-5-methylthiomethylisoxazole in 5 ml of methylene chloride was added dropwise over a period of 30 minutes, with stirring, to an ice-cooled solution of 711 mg of m-chloroperbenzoic acid in 15 ml of methylene chloride. The mixture was then stirred for a further 30 minutes, after which it was filtered and the precipitate was washed with 2 ml of methylene chloride. The filtrate and the washings were combined, and then the solvent was removed by distillat... Reactants: BrC=1C=C(C=CC1F)CCN(C(C1=C(C(=CC(=C1)C(F)(F)F)Cl)F)=O)CC1=CC=C(C=C1)C(C)(C)C (N-[2-(3-bromo-4-fluoro-phenyl)-ethyl]-N-(4-tert-butyl-benzyl)-3-chloro-2-fluoro-5-trifluoromethyl-benzamide), C(C)B(O)O (ethylboronic acid). Product: C(C)(C)(C)C1=CC=C(CN(C(C2=C(C(=CC(=C2)C(F)(F)F)Cl)F)=O)CCC2=CC(=C(C=C2)F)CC)C=C1 (N-(4-tert-butyl-benzyl)-3-chloro-N-[2-(3-ethyl-4-fluoro-phenyl)-ethyl]-2-fluoro-5-trifluoromethyl-benzamide). As a reaction SMILES: Br[C:2]1[CH:3]=[C:4]([CH2:9][CH2:10][N:11]([CH2:26][C:27]2[CH:32]=[CH:31][C:30]([C:33]([CH3:36])([CH3:35])[CH3:34])=[CH:29][CH:28]=2)[C:12](=[O:25])[C:13]2[CH:18]=[C:17]([C:19]([F:22])([F:21])[F:20])[CH:16]=[C:15]([Cl:23])[C:14]=2[F:24])[CH:5]=[CH:6][C:7]=1[F:8].[CH2:37](B(O)O)[CH3:38]>>[C:33]([C:30]1[CH:31]=[CH:32][C:27]([CH2:26][N:11]([CH2:10][CH2:9][C:4]2[CH:5]=[CH:6][C:7]([F:8])=[C:2]([CH2:37][CH3:38])[CH:3]=2)[C:12](=[O:25])[C:13]2[CH:18]=[C:17]([C:19]([F:22])([F:20])[F:21])[CH:16]=[C:15]([Cl:23])[C:14]=2[F:24])=[CH:28][CH:29]=1)([CH3:35])([CH3:34])[CH3:36]. Procedure details: The title compound was prepared in analogy to example 3, using N-[2-(3-bromo-4-fluoro-phenyl)-ethyl]-N-(4-tert-butyl-benzyl)-3-chloro-2-fluoro-5-trifluoromethyl-benzamide (Example B178) and ethylboronic acid. 538.3 [ISP (M+H)+] The product is COc1cccc2c1CC(CC(=O)O)C(=O)C2. Reaction SMILES: [CH2:1]1[O:2][C:3]2([CH2:4][c:5]3[cH:6][cH:7][cH:8][c:9]([O:17][CH3:18])[c:10]3[CH2:11][CH:12]2[CH2:13][C:14](=[O:15])[OH:16])[O:20][CH2:19]1.[CH3:22][C:23](=[O:24])[CH3:25].[ClH:21]>>[O:2]=[C:3]1[CH2:4][c:5]2[cH:6][cH:7][cH:8][c:9]([O:17][CH3:18])[c:10]2[CH2:11][CH:12]1[CH2:13][C:14](=[O:15])[OH:16]. The reactants are COc1cccc2c1CC(CC(=O)O)C1(C2)OCCO1, CC(C)=O, Cl. Product: O=[N+]([O-])c1ccc2c(c1)C(c1ccccc1Cl)=NCc1nnc(Br)n1-2. As a reaction SMILES: [N+:1](=[O:2])([O-:3])[c:4]1[cH:5][cH:6][c:7](-[n:19]2[c:20]([Br:36])[n:21][n:22][c:23]2[CH2:24][N:25]2[C:10](=[O:26])[c:27]3[cH:28][cH:29][cH:30][cH:31][c:32]3[C:33]2=[O:34])[c:8]([C:9]([c:11]2[c:12]([Cl:17])[cH:13][cH:14][cH:15][cH:16]2)=[O:35])[cH:18]1.[NH2:37][NH2:38]>>[N+:1](=[O:2])([O-:3])[c:4]1[cH:5][cH:6][c:7]2[c:8]([cH:18]1)[C:9]([c:11]1[c:12]([Cl:17])[cH:13][cH:14][cH:15][cH:16]1)=[N:25][CH2:24][c:23]1[n:19]-2[c:20]([Br:36])[n:21][n:22]1. The reactants are O=C(c1ccccc1Cl)c1cc([N+](=O)[O-])ccc1-n1c(Br)nnc1CN1C(=O)c2ccccc2C1=O, NN. The reactants are N1=CC=CC=C1 (pyridine), [Cl-].C[N+](=CS(=O)(=O)Cl)C (N,N-dimethyl(chlorosulfonyl)methaniminium chloride), COC(=O)C(C1=C(C=C(C2=CC=CC=C12)[N+](=O)[O-])C(=O)O)C(=O)OC (1-[di(methoxycarbonyl)-methyl]-4-nitronaphthalene-2-carboxylic acid), [N-]=[N+]=[N-].[Na+] (NaN3). Run in CH2'Cl2, C1(=CC=CC=C1)C (toluene). Reaction conditions: temperature -5 celsius, time 2 hour. The product is COC(=O)C1(C(NC=2C=C(C3=C(C12)C=CC=C3)[N+](=O)[O-])=O)C(=O)OC (1,1-di(methoxycarbonyl)-5-nitro-1,2-dihydro-3H-benz[e]indole-2one). Isolated yield 80.7%. As a reaction SMILES: [CH3:1][O:2][C:3]([CH:5]([C:22]([O:24][CH3:25])=[O:23])[C:6]1[C:15]2[C:10](=[CH:11][CH:12]=[CH:13][CH:14]=2)[C:9]([N+:16]([O-:18])=[O:17])=[CH:8][C:7]=1C(O)=O)=[O:4].[N-]=[N+]=[N-].[Na+].[N:30]1[CH:35]=CC=CC=1.[Cl-].C[N+](C)=CS(Cl)(=O)=[O:41]>C1(C)C=CC=CC=1>[CH3:1][O:2][C:3]([C:5]1([C:22]([O:24][CH3:25])=[O:23])[C:6]2[C:15]3[CH:14]=[CH:13][CH:12]=[CH:11][C:10]=3[C:9]([N+:16]([O-:18])=[O:17])=[CH:8][C:7]=2[NH:30][C:35]1=[O:41])=[O:4] |f:1.2,4.5|. Procedure details: A stirred suspension of 6 (7.00 g, 20.16 mmol) and powdered NaN3 (3.28 g, 50.44 mmol) in CH2'Cl2 (100 mL) was treated with pyridine (3.99 g, 50.44 mmol), then cooled to -5° C. and treated in one portion with N,N-dimethyl(chlorosulfonyl)methaniminium chloride [SOCl2 /DMF adduct] (4.26 g, 22.18 mmol). After stirring at 20° C. for 2 h, the mixture was washed twice with water, dried (Na2SO4) and filtered through a short column of silica gel, eluting with further CH2Cl2 (400 mL). Removal of the solve... Reactants: AgOH, AgOH, [OH-].C(CCCCC)[N+](CCCCCC)(CCCCCC)CCCCCC (tetrahexylammonium hydroxide), AgOH, C(C=C)(=O)O (Acrylic acid), tetraalkylammonium iodide, C=1C=CC2=C(C1)C(=O)OC2(C=3C=CC(=CC3)O)C=4C=CC(=CC4)O (phenolphthalein). The solvent is CO (methanol), CO (methanol). Yields the product C(C=C)(=O)[O-].C(CCCCC)[N+](CCCCCC)(CCCCCC)CCCCCC (tetrahexylammonium acrylate). Reaction SMILES: [OH-].[CH2:2]([N+:8]([CH2:21][CH2:22][CH2:23][CH2:24][CH2:25][CH3:26])([CH2:15][CH2:16][CH2:17][CH2:18][CH2:19][CH3:20])[CH2:9][CH2:10][CH2:11][CH2:12][CH2:13][CH3:14])[CH2:3][CH2:4][CH2:5][CH2:6][CH3:7].C1C=C[C:30]2C(C3C=CC(O)=CC=3)(C3C=CC(O)=CC=3)[O:35][C:33](=[O:34])[C:31]=2C=1.C(O)(=O)C=C>CO>[C:33]([O-:35])(=[O:34])[CH:31]=[CH2:30].[CH2:21]([N+:8]([CH2:2][CH2:3][CH2:4][CH2:5][CH2:6][CH3:7])([CH2:9][CH2:10][CH2:11][CH2:12][CH2:13][CH3:14])[CH2:15][CH2:16][CH2:17][CH2:18][CH2:19][CH3:20])[CH2:22][CH2:23][CH2:24][CH2:25][CH3:26] |f:0.1,5.6|. Procedure: The AgOH is resuspended in 400 ml of methanol. The purified tetraalkylammonium iodide (0.1 moles or 48.2 g) (Aldrich Chemical Co., Milwaukee, WI) is dissolved separately in 100 ml. of methanol and added to the AgOH suspension. Almost immediately, the AgOH develops a greenish cast. The mixture is stirred for an hour and then filtered through a sintered-glass funnel. The filtrate now contains 0.1 moles of tetrahexylammonium hydroxide. A small amount of phenolphthalein is added, turning the solutio... Reactants: ClC1=C(C(=O)O)C=CC=N1 (2-chloronicotinic acid), [N+](=[N-])=C (diazomethane). The solvent is C(C)(=O)OCC (ethyl acetate). Yields the product ClC1=C(C(=O)OC)C=CC=N1 (Methyl 2-chloronicotinate). Reaction SMILES: [Cl:1][C:2]1[N:10]=[CH:9][CH:8]=[CH:7][C:3]=1[C:4]([OH:6])=[O:5].[N+](=[CH2:13])=[N-]>C(OCC)(=O)C>[Cl:1][C:2]1[N:10]=[CH:9][CH:8]=[CH:7][C:3]=1[C:4]([O:6][CH3:13])=[O:5]. Procedure: To a suspension of 2-chloronicotinic acid (15.75 g) in ethyl acetate (200 ml) was added excess diazomethane (ether solution) with stirring at room temperature. The reaction mixture was stirred at the same temperature for 30 minutes. The solvent was evaporated under reduced pressure and the residue was dissolved in ethyl acetate with addition of charcoal. The title compound (15.5 g) was obtained by filtering the mixture and then evaporating under reduced pressure.